From a dataset of the Open Reaction Database (ORD), a public repository of structured organic reaction records. describe an organic reaction: reactants, conditions, products, and yield Starting materials: ClC=1SC(=CC1C(=O)Cl)Cl (2,5-dichlorothiophene-3-carbonylchloride), O (Water), [OH-].[Na+] (sodium hydroxide), C(C)(C)(C)NNC(C1=CC=C(C=C1)C)=O (N'-t-butyl-N-4-methylbenzoylhydrazine). Solvent: C1(=CC=CC=C1)C (toluene), CCOCC (ether). Conditions: time 3 hour. The product is C(C)(C)(C)N(NC(C1=CC=C(C=C1)C)=O)C(=O)C1=C(SC(=C1)Cl)Cl (N'-t-butyl-N-(4-methylbenzoyl)-N'-(2,5-dichlorothiophene-3-carbonyl)hydrazine). As a reaction SMILES: [C:1]([NH:5][NH:6][C:7](=[O:15])[C:8]1[CH:13]=[CH:12][C:11]([CH3:14])=[CH:10][CH:9]=1)([CH3:4])([CH3:3])[CH3:2].O.[OH-].[Na+].[Cl:19][C:20]1[S:21][C:22]([Cl:28])=[CH:23][C:24]=1[C:25](Cl)=[O:26]>C1(C)C=CC=CC=1.CCOCC>[C:1]([N:5]([C:25]([C:24]1[CH:23]=[C:22]([Cl:28])[S:21][C:20]=1[Cl:19])=[O:26])[NH:6][C:7](=[O:15])[C:8]1[CH:9]=[CH:10][C:11]([CH3:14])=[CH:12][CH:13]=1)([CH3:4])([CH3:3])[CH3:2] |f:2.3|. Procedure: N'-t-butyl-N-4-methylbenzoylhydrazine (0.7 g) was dissolved in 35 ml toluene. Water (5 ml) and 50% aqueous sodium hydroxide (0.8 g) were added followed by 2,5-dichlorothiophene-3-carbonylchloride (2.0 g). After stirring for 3 hours at room temperature, ether was added and the organic layer separated. Evaporation afforded a solid which was triturated with 10% ether-hexane to afford N'-t-butyl-N-(4-methylbenzoyl)-N'-(2,5-dichlorothiophene-3-carbonyl)hydrazine: m.p. 163°-165° C. Starting materials: N1N=CN=C1 (1,2,4-triazole), ClC=1N=C(C2=C(N1)SC(=C2)[N+](=O)[O-])NCC2=CC1=C(C=C2)OCO1 (2-chloro-6-nitro-4-(3,4-methylenedioxybenzylamino)-thieno-[2,3-d]-pyrimidine). The product is N1(N=CN=C1)C=1N=C(C2=C(N1)SC(=C2)[N+](=O)[O-])NCC2=CC1=C(C=C2)OCO1 (2-(1,2,4-triazol-1-yl)-6-nitro-4-(3,4-methylenedioxybenzylamino)-thieno-[2,3-d]-pyrimidine). As a reaction SMILES: [NH:1]1[CH:5]=[N:4][CH:3]=[N:2]1.Cl[C:7]1[N:8]=[C:9]([NH:19][CH2:20][C:21]2[CH:26]=[CH:25][C:24]3[O:27][CH2:28][O:29][C:23]=3[CH:22]=2)[C:10]2[CH:15]=[C:14]([N+:16]([O-:18])=[O:17])[S:13][C:11]=2[N:12]=1>>[N:1]1([C:7]2[N:8]=[C:9]([NH:19][CH2:20][C:21]3[CH:26]=[CH:25][C:24]4[O:27][CH2:28][O:29][C:23]=4[CH:22]=3)[C:10]3[CH:15]=[C:14]([N+:16]([O-:18])=[O:17])[S:13][C:11]=3[N:12]=2)[CH:5]=[N:4][CH:3]=[N:2]1. Procedure details: Following the procedure of Example 97, the reaction of 1,2,4-triazole with 2-chloro-6-nitro-4-(3,4-methylenedioxybenzylamino)-thieno-[2,3-d]-pyrimidine gives 2-(1,2,4-triazol-1-yl)-6-nitro-4-(3,4-methylenedioxybenzylamino)-thieno-[2,3-d]-pyrimidine. The reactants are C(CC)(=O)C1(CCOCC1)C(=O)OC (4-propionyl-4-methoxycarbonyltetrahydropyran), S(O)(O)(=O)=O (sulfuric acid), [OH-].[Na+] (sodium hydroxide). Solvent: O (water). Yields the product C(CC)(=O)C1CCOCC1 (4-propionyltetrahydropyran). The yield is 75.6%. Reaction SMILES: [C:1]([C:5]1(C(OC)=O)[CH2:10][CH2:9][O:8][CH2:7][CH2:6]1)(=[O:4])[CH2:2][CH3:3].S(=O)(=O)(O)O.[OH-].[Na+]>O>[C:1]([CH:5]1[CH2:10][CH2:9][O:8][CH2:7][CH2:6]1)(=[O:4])[CH2:2][CH3:3] |f:2.3|. Procedure details: In a flask made of glass having an inner volume of 10 ml and equipped with a stirring device, a thermometer, a dropping funnel and a reflux condenser were charged 4.8 g (24 mmol) of 4-propionyl-4-methoxycarbonyltetrahydropyran synthesized in Example 2, 30 ml of water and 9.0 g of conc. sulfuric acid, and the mixture was reacted at 100° C. for 10 hours with stirring. After completion of the reaction, to the resulting reaction mixture was added 16.5 g of 50% by weight aqueous sodium hydroxide solu... The reactants are COc1ccc(C2OC2C(N)=O)cc1, CO, [Cl-], Clc1ccccc1, Nc1ccccc1S, COc1ccc(C(Sc2ccccc2N)C(O)C(N)=O)cc1, O, O, O, O, O, O, O, Cc1ccc(S(=O)(=O)O)cc1. Product: COc1ccc(C2Sc3ccccc3NC(=O)C2O)cc1. RXN SMILES: [CH3:1][O:2][c:3]1[cH:4][cH:5][c:6]([CH:7]2[O:8][CH:9]2[C:10]([NH2:11])=[O:12])[cH:13][cH:14]1.[CH3:64][OH:65].[Cl-:29].[Cl:66][c:67]1[cH:68][cH:69][cH:70][cH:71][cH:72]1.[NH2:15][c:16]1[cH:17][cH:18][cH:19][cH:20][c:21]1[SH:22].[NH2:30][c:31]1[c:32]([S:37][CH:38]([CH:39]([C:40](=[O:41])[NH2:42])[OH:43])[c:44]2[cH:45][cH:46][c:47]([O:50][CH3:51])[cH:48][cH:49]2)[cH:33][cH:34][cH:35][cH:36]1.[OH2:23].[OH2:24].[OH2:25].[OH2:26].[OH2:27].[OH2:28].[OH2:52].[c:53]1([CH3:54])[cH:55][cH:56][c:57]([S:58]([OH:59])(=[O:60])=[O:61])[cH:62][cH:63]1>>[c:31]12[c:32]([cH:33][cH:34][cH:35][cH:36]1)[S:37][CH:38]([c:44]1[cH:45][cH:46][c:47]([O:50][CH3:51])[cH:48][cH:49]1)[CH:39]([OH:43])[C:40](=[O:41])[NH:42]2. Starting materials: FC(S(=O)(=O)[O-])(F)F.C1(=CC=CC=C1)[S+](C1=C(C=CC=C1)C)C1=CC=CC=C1 (diphenyl-o-methylphenylsulfonium trifluoromethanesulfonate), O.C1(=CC=C(C=C1)S(=O)(=O)O)C (p-toluenesulfonic acid monohydrate). Reagents/catalysts: C[N+](C)(C)C.[Cl-] (Amberlite IRA-900). Run in CO (methanol). Yields the product C1(=CC=C(C=C1)S(=O)(=O)[O-])C.C1(=CC=CC=C1)[S+](C1=C(C=CC=C1)C)C1=CC=CC=C1 (diphenyl-o-methylphenylsulfonium p-toluenesulfonate). Isolated yield 87.1%. Reaction SMILES: FC(F)(F)S([O-])(=O)=O.[C:9]1([S+:15]([C:23]2[CH:28]=[CH:27][CH:26]=[CH:25][CH:24]=2)[C:16]2[CH:21]=[CH:20][CH:19]=[CH:18][C:17]=2[CH3:22])[CH:14]=[CH:13][CH:12]=[CH:11][CH:10]=1.O.[C:30]1([CH3:40])[CH:35]=[CH:34][C:33]([S:36]([OH:39])(=[O:38])=[O:37])=[CH:32][CH:31]=1>CO.C[N+](C)(C)C.[Cl-]>[C:30]1([CH3:40])[CH:31]=[CH:32][C:33]([S:36]([O-:39])(=[O:37])=[O:38])=[CH:34][CH:35]=1.[C:23]1([S+:15]([C:9]2[CH:14]=[CH:13][CH:12]=[CH:11][CH:10]=2)[C:16]2[CH:21]=[CH:20][CH:19]=[CH:18][C:17]=2[CH3:22])[CH:24]=[CH:25][CH:26]=[CH:27][CH:28]=1 |f:0.1,2.3,5.6,7.8|. Procedure: In aqueous methanol solution was dissolved 18.8 g (44 mmole) of the resulting diphenyl-o-methylphenylsulfonium trifluoromethanesulfonate and passed through an activated strong base type anion exchange resin (Amberlite IRA-900; mfd. by Organo Corporation.). To the eluting solution was added 10.0 g (53 mmole) of p-toluenesulfonic acid monohydrate, followed by allowing a reaction to take place at room temperature for 1 hour with stirring. After the reaction, the solvent was removed and the residue ... Starting materials: C(C)OC(=O)C1=CC2=C(S1)C=CC=C2N2CCN(CC2)CCC2=CC=C(C=C2)Cl (ethyl-4-[4-[2-(4-chlorophenyl)ethyl]-1-piperazinyl]-benzo[b]thiophene-2-carboxylate), [Cl-].[NH4+] (ammonium chloride), C[Al](C)C (trimethyl aluminum), C1(=CC=CC=C1)C (toluene). Product: Cl.ClC1=CC=C(C=C1)CCN1CCN(CC1)C1=CC=CC=2SC(=CC21)C#N (4-[4-[2-(4-chlorophenyl)ethyl]-1-piperazinyl]-benzo[b]thiophene-2-nitrile monohydrochloride). Isolated yield 50.0%. Reaction SMILES: C(O[C:4]([C:6]1[S:10][C:9]2[CH:11]=[CH:12][CH:13]=[C:14]([N:15]3[CH2:20][CH2:19][N:18]([CH2:21][CH2:22][C:23]4[CH:28]=[CH:27][C:26]([Cl:29])=[CH:25][CH:24]=4)[CH2:17][CH2:16]3)[C:8]=2[CH:7]=1)=O)C.[Cl-].[NH4+:31].C[Al](C)C.C1(C)C=CC=CC=1>>[ClH:29].[Cl:29][C:26]1[CH:25]=[CH:24][C:23]([CH2:22][CH2:21][N:18]2[CH2:19][CH2:20][N:15]([C:14]3[C:8]4[CH:7]=[C:6]([C:4]#[N:31])[S:10][C:9]=4[CH:11]=[CH:12][CH:13]=3)[CH2:16][CH2:17]2)=[CH:28][CH:27]=1 |f:1.2,5.6|. Reported procedure: In an analogous manner to example 3, the title compound (0.39 g) as a white solid, mp 267°-269° C., is prepared from ethyl-4-[4-[2-(4-chlorophenyl)ethyl]-1-piperazinyl]-benzo[b]thiophene-2-carboxylate (1.60 g, 3.73 mmol, prepared in example 18), dry ammonium chloride (0.60 g, 11.2 mmol) and 2M trimethyl aluminum in toluene (5.6 mL, 11.2 mmol). The free base of the title compound is isolated by flash chromatography (ethyl acetate:hexane, 50:50, then ethyl acetate followed by ethanol:ethyl acetate... Reactants: CC(C)=O, O=C1C=CC(=O)C2C3C=CC(C3)C12, [Na+], O=C([O-])O, O, OO. The product is O=C1C2OC2C(=O)C2C3C=CC(C3)C12. Reaction SMILES: [CH3:22][C:23](=[O:24])[CH3:25].[CH:1]12[CH:2]3[C:3](=[O:13])[CH:4]=[CH:5][C:6](=[O:12])[CH:7]3[CH:8]([CH:9]=[CH:10]1)[CH2:11]2.[Na+:18].[O-:14][C:15]([OH:16])=[O:17].[OH2:21].[OH:19][OH:20]>>[CH:1]12[CH:2]3[C:3](=[O:13])[CH:4]4[CH:5]([C:6](=[O:12])[CH:7]3[CH:8]([CH:9]=[CH:10]1)[CH2:11]2)[O:14]4.